Dataset: the Open Reaction Database (ORD), a public repository of structured organic reaction records. Task: describe an organic reaction: reactants, conditions, products, and yield Reactants: CC(C)(C)OC(=O)N1CCOc2c(Br)cccc2C1, Cc1noc(C)c1B(O)O, CCO, Cc1ccccc1, [Na+], [Na+], O=C([O-])[O-], O, c1ccc(P(c2ccccc2)(c2ccccc2)[Pd](P(c2ccccc2)(c2ccccc2)c2ccccc2)(P(c2ccccc2)(c2ccccc2)c2ccccc2)P(c2ccccc2)(c2ccccc2)c2ccccc2)cc1. Yields the product Cc1noc(C)c1-c1cccc2c1OCCN(C(=O)OC(C)(C)C)C2. Reaction SMILES: [Br:1][c:2]1[cH:3][cH:4][cH:5][c:6]2[c:12]1[O:11][CH2:10][CH2:9][N:8]([C:13](=[O:14])[O:15][C:16]([CH3:17])([CH3:18])[CH3:19])[CH2:7]2.[CH3:20][c:21]1[n:22][o:23][c:24]([CH3:29])[c:25]1[B:26]([OH:27])[OH:28].[CH3:30][CH2:31][OH:32].[CH3:39][c:40]1[cH:41][cH:42][cH:43][cH:44][cH:45]1.[Na+:33].[Na+:34].[O-:35][C:36](=[O:37])[O-:38].[OH2:123].[cH:46]1[cH:47][cH:48][c:49]([P:50]([Pd:51]([P:52]([c:53]2[cH:54][cH:55][cH:56][cH:57][cH:58]2)([c:59]2[cH:60][cH:61][cH:62][cH:63][cH:64]2)[c:65]2[cH:66][cH:67][cH:68][cH:69][cH:70]2)([P:71]([c:72]2[cH:73][cH:74][cH:75][cH:76][cH:77]2)([c:78]2[cH:79][cH:80][cH:81][cH:82][cH:83]2)[c:84]2[cH:85][cH:86][cH:87][cH:88][cH:89]2)[P:90]([c:91]2[cH:92][cH:93][cH:94][cH:95][cH:96]2)([c:97]2[cH:98][cH:99][cH:100][cH:101][cH:102]2)[c:103]2[cH:104][cH:105][cH:106][cH:107][cH:108]2)([c:109]2[cH:110][cH:111][cH:112][cH:113][cH:114]2)[c:115]2[cH:116][cH:117][cH:118][cH:119][cH:120]2)[cH:121][cH:122]1>>[c:2]1(-[c:25]2[c:21]([CH3:20])[n:22][o:23][c:24]2[CH3:29])[cH:3][cH:4][cH:5][c:6]2[c:12]1[O:11][CH2:10][CH2:9][N:8]([C:13](=[O:14])[O:15][C:16]([CH3:17])([CH3:18])[CH3:19])[CH2:7]2. Reactants: C(C1=CC=CC=C1)C1=CC(CCC1)=O (3-benzylcyclohexenone). Reagents/catalysts: [Ni] (Raney nickel). Run in CO (methanol). Yields the product C(C1=CC=CC=C1)[C@H]1C[C@H](CCC1)O (cis-3-benzylcyclohexanol), C(C1=CC=CC=C1)[C@@H]1C[C@H](CCC1)O (trans-3-benzylcyclohexanol). Isolated yield 92.0%. As a reaction SMILES: [CH2:1]([C:8]1[CH2:13][CH2:12][CH2:11][C:10](=[O:14])[CH:9]=1)[C:2]1[CH:7]=[CH:6][CH:5]=[CH:4][CH:3]=1>[Ni].CO>[CH2:1]([C@@H:8]1[CH2:13][CH2:12][CH2:11][C@H:10]([OH:14])[CH2:9]1)[C:2]1[CH:7]=[CH:6][CH:5]=[CH:4][CH:3]=1.[CH2:1]([C@H:8]1[CH2:13][CH2:12][CH2:11][C@H:10]([OH:14])[CH2:9]1)[C:2]1[CH:7]=[CH:6][CH:5]=[CH:4][CH:3]=1. Reported procedure: Then, 9.6 g of 3-benzylcyclohexenone were hydrogenated at room temperature using 1 g of Raney nickel in methanol under hydrogen pressure (3 kg/cm2) until the absorption of hydrogen was stopped. After an organic layer was collected by decantation and concentrated, the residue was purified by column chromatography, thereby obtaining 4.5 g of cis-3-benzylcyclohexanol and 4.5 g of trans-3-benzylcyclohexanol (yield: 92% in total). Starting materials: O=C([O-])[O-], CN(C)C=O, CC(C)N=C=NC(C)C, Cl, Cl, [Cs+], [Cs+], CSc1cnc(N=C=S)cn1, NCC1(O)CN2CCC1CC2. Yields the product CSc1cnc(NC2=NCC3(CN4CCC3CC4)O2)cn1. As a reaction SMILES: [C:14](=[O:15])([O-:16])[O-:17].[CH3:40][N:41]([CH3:42])[CH:43]=[O:44].[CH:31]([N:32]=[C:33]=[N:34][CH:35]([CH3:36])[CH3:37])([CH3:38])[CH3:39].[ClH:1].[ClH:2].[Cs+:18].[Cs+:19].[N:20](=[C:21]=[S:22])[c:23]1[n:24][cH:25][c:26]([S:29][CH3:30])[n:27][cH:28]1.[NH2:3][CH2:4][C:5]1([OH:13])[CH2:6][N:7]2[CH2:8][CH2:9][CH:10]1[CH2:11][CH2:12]2>>[N:3]1=[C:21]([NH:20][c:23]2[n:24][cH:25][c:26]([S:29][CH3:30])[n:27][cH:28]2)[O:13][C:5]2([CH2:4]1)[CH2:6][N:7]1[CH2:8][CH2:9][CH:10]2[CH2:11][CH2:12]1. Starting materials: OCC1CCCC1, O, Cc1ccc(S(=O)(=O)Cl)cc1, c1ccncc1. Yields the product Cc1ccc(S(=O)(=O)OCC2CCCC2)cc1. Reaction SMILES: [CH:1]1([CH2:6][OH:7])[CH2:2][CH2:3][CH2:4][CH2:5]1.[OH2:19].[c:8]1([CH3:18])[cH:9][cH:10][c:11]([S:14](=[O:15])(=[O:16])[Cl:17])[cH:12][cH:13]1.[cH:20]1[cH:21][cH:22][n:23][cH:24][cH:25]1>>[CH:1]1([CH2:6][O:7][S:14]([c:11]2[cH:10][cH:9][c:8]([CH3:18])[cH:13][cH:12]2)(=[O:15])=[O:16])[CH2:2][CH2:3][CH2:4][CH2:5]1.